From a dataset of the Open Reaction Database (ORD), a public repository of structured organic reaction records. describe an organic reaction: reactants, conditions, products, and yield The reactants are C(C=C)NC1=CC=C(C=C1)CC(=O)O (4-(allylamino)phenylacetic acid), [OH-].[Na+] (sodium hydroxide). Solvent: O.C(C)O (ethanol water). The product is C(C=C)NC1=CC=C(C=C1)CC(=O)[O-].[Na+] (sodium 4-(allylamino)phenylacetate). RXN SMILES: [CH2:1]([NH:4][C:5]1[CH:10]=[CH:9][C:8]([CH2:11][C:12]([OH:14])=[O:13])=[CH:7][CH:6]=1)[CH:2]=[CH2:3].[OH-].[Na+:16]>O.C(O)C>[CH2:1]([NH:4][C:5]1[CH:10]=[CH:9][C:8]([CH2:11][C:12]([O-:14])=[O:13])=[CH:7][CH:6]=1)[CH:2]=[CH2:3].[Na+:16] |f:1.2,3.4,5.6|. Reported procedure: A mixture of 3.62 g. of 4-(allylamino)phenylacetic acid and 25 ml. of ethanol water (9:1) containing 0.400 g. of sodium hydroxide is stirred for 4 hours. The mixture is filtered and the residue washed with 10 ml. of ethanol-water (9:1) and dried in vacuo for 24 hours to yield sodium 4-(allylamino)phenylacetate as a white solid. Starting materials: CCCc1c(CO)cnn1Cc1ccccc1, C1CCOC1. The product is CCCc1c(C=O)cnn1Cc1ccccc1. Reaction SMILES: [CH2:1]([c:2]1[cH:3][cH:4][cH:5][cH:6][cH:7]1)[n:8]1[n:9][cH:10][c:11]([CH2:16][OH:17])[c:12]1[CH2:13][CH2:14][CH3:15].[O:18]1[CH2:19][CH2:20][CH2:21][CH2:22]1>>[CH2:1]([c:2]1[cH:3][cH:4][cH:5][cH:6][cH:7]1)[n:8]1[n:9][cH:10][c:11]([CH:16]=[O:17])[c:12]1[CH2:13][CH2:14][CH3:15]. Starting materials: C[Si](C)(C)C#N, COC(C=O)c1ccc(N2CCOCC2)cc1, CCOCC, CCOC(C)=O, [I-], [I-], [Na+], O=C([O-])O, O, [Zn+2]. The product is COC(c1ccc(N2CCOCC2)cc1)C(O)C#N. Reaction SMILES: [CH3:18][Si:19]([CH3:20])([CH3:21])[C:22]#[N:23].[CH3:1][O:2][CH:3]([CH:4]=[O:5])[c:6]1[cH:7][cH:8][c:9]([N:12]2[CH2:13][CH2:14][O:15][CH2:16][CH2:17]2)[cH:10][cH:11]1.[CH3:29][CH2:30][O:31][CH2:32][CH3:33].[CH3:34][CH2:35][O:36][C:37]([CH3:38])=[O:39].[I-:41].[I-:43].[Na+:28].[O-:24][C:25]([OH:26])=[O:27].[OH2:40].[Zn+2:42]>>[CH3:1][O:2][CH:3]([CH:4]([OH:5])[C:22]#[N:23])[c:6]1[cH:7][cH:8][c:9]([N:12]2[CH2:13][CH2:14][O:15][CH2:16][CH2:17]2)[cH:10][cH:11]1. The reactants are O (water), N (ammonia), N (ammonia), C1(=CC=C(C=C1)S(=O)(=O)O)C (p-toluenesulphonic acid), O (H2O), C(C(C)C)(=O)CC(=O)OCC (ethyl isobutyrylacetate), O (water). Run in C1(=CC=CC=C1)C (toluene). Reaction conditions: time 8 hour. Product: NC(=CC(=O)OCC)C(C)C (Ethyl 3-amino-4-methyl-pent-2-en-oate). As a reaction SMILES: C1(C)C=CC(S(O)(=O)=O)=CC=1.O.[C:13]([CH2:18][C:19]([O:21][CH2:22][CH3:23])=[O:20])(=O)[CH:14]([CH3:16])[CH3:15].[NH3:24]>C1(C)C=CC=CC=1>[NH2:24][C:13]([CH:14]([CH3:16])[CH3:15])=[CH:18][C:19]([O:21][CH2:22][CH3:23])=[O:20]. Reported procedure: 10.8 g of p-toluenesulphonic acid×4 H2O are added to 500 g (3.16 mol) of ethyl isobutyrylacetate in 1,500 ml of toluene p.a., the mixture is saturated with ammonia gas while stirring at room temperature and allowed to stand overnight. It is then heated under reflux in a water separator and ammonia gas is continuously introduced until the calculated amount of water has separated (47 ml of water after reflux for 8 hours). The mixture is allowed to cool overnight, and the precipitate which has depo... Starting materials: O=C([O-])O, CO, Cl, [Na+], O, O=C(O)c1ccc2[nH]ccc2c1. Product: COC(=O)c1ccc2[nH]ccc2c1. RXN SMILES: [C:16](=[O:17])([OH:18])[O-:19].[CH3:13][OH:14].[ClH:15].[Na+:20].[OH2:21].[nH:1]1[cH:2][cH:3][c:4]2[cH:5][c:6]([C:10](=[O:11])[OH:12])[cH:7][cH:8][c:9]12>>[nH:1]1[cH:2][cH:3][c:4]2[cH:5][c:6]([C:10](=[O:11])[O:12][CH3:16])[cH:7][cH:8][c:9]12. The reactants are CCCc1nc(C2Cc3ccccc3N2C(C)=O)n[nH]1, CCO, CCOC(C)=O, [Na+], [OH-]. Product: CCCc1nc(C2Cc3ccccc3N2)n[nH]1. As a reaction SMILES: [C:1](=[O:2])([CH3:3])[N:4]1[CH:5]([c:13]2[n:14][nH:15][c:16]([CH2:18][CH2:19][CH3:20])[n:17]2)[CH2:6][c:7]2[cH:8][cH:9][cH:10][cH:11][c:12]21.[CH3:23][CH2:24][OH:25].[CH3:26][CH2:27][O:28][C:29](=[O:30])[CH3:31].[Na+:22].[OH-:21]>>[NH:4]1[CH:5]([c:13]2[n:14][nH:15][c:16]([CH2:18][CH2:19][CH3:20])[n:17]2)[CH2:6][c:7]2[cH:8][cH:9][cH:10][cH:11][c:12]21.